describe an organic reaction: reactants, conditions, products, and yield From a dataset of the Open Reaction Database (ORD), a public repository of structured organic reaction records. The reactants are O=CC1=C(O)C(OC)=CC=C1 (o-Vanillin), ClCCCN1CCOCC1 (N-(3-chloropropyl)morpholine), CN(C=O)C (dimethylformamide), [H-].[Na+] (sodium hydride). Solvent: C1(=CC=CC=C1)C (toluene). The product is COC=1C(=C(C=O)C=CC1)OCCCN1CCOCC1 (3-Methoxy-2-[3-(4-morpholinyl)-propoxy]benzaldehyde). As a reaction SMILES: [O:1]=[CH:2][C:3]1[CH:11]=[CH:10][CH:9]=[C:6]([O:7][CH3:8])[C:4]=1[OH:5].CN(C)C=O.[H-].[Na+].Cl[CH2:20][CH2:21][CH2:22][N:23]1[CH2:28][CH2:27][O:26][CH2:25][CH2:24]1>C1(C)C=CC=CC=1>[CH3:8][O:7][C:6]1[C:4]([O:5][CH2:20][CH2:21][CH2:22][N:23]2[CH2:28][CH2:27][O:26][CH2:25][CH2:24]2)=[C:3]([CH:11]=[CH:10][CH:9]=1)[CH:2]=[O:1] |f:2.3|. Procedure: o-Vanillin (30.4 g), dissolved in 160 ml. of dimethylformamide, is treated with 9.6 g of 50% sodium hydride, then with 130 ml. of 2 N N-(3-chloropropyl)morpholine in toluene following the procedure described in Example 1A, yielding 42.9 g of the title compound, boiling point 178°-183° C. at 0.2-0.3 mm of Hg.